This data is from the Open Reaction Database (ORD), a public repository of structured organic reaction records. The task is: describe an organic reaction: reactants, conditions, products, and yield The reactants are ClCCl, CCOCC, COC(=O)N=C=O, Nc1nc2cc(Cl)ccc2s1. The product is COC(=O)NC(=O)Nc1nc2cc(Cl)ccc2s1. RXN SMILES: [CH2:19]([Cl:20])[Cl:21].[CH2:22]([O:23][CH2:24][CH3:25])[CH3:26].[CH3:1][O:2][C:3](=[O:4])[N:5]=[C:6]=[O:7].[NH2:8][c:9]1[s:10][c:11]2[c:12]([n:13]1)[cH:14][c:15]([Cl:18])[cH:16][cH:17]2>>[CH3:1][O:2][C:3](=[O:4])[NH:5][C:6](=[O:7])[NH:8][c:9]1[s:10][c:11]2[c:12]([n:13]1)[cH:14][c:15]([Cl:18])[cH:16][cH:17]2. The reactants are ClCCCC(=O)C=1C=NC=CC1 (4-chloro-1-(3-pyridinyl)-1-butanone), CNC(NN)=S (4-methylthiosemicarbazide). The solvent is C(C)O (ethanol). Run at time 8 hour. Yields the product ClCCCC(C=1C=NC=CC1)=NNC(NC)=S (2-[4-Chloro-1-(pyridin-3-yl)-butylidene]-N-methyl-hydrazinecarbothioamide). Isolated yield 112.2%. As a reaction SMILES: [Cl:1][CH2:2][CH2:3][CH2:4][C:5]([C:7]1[CH:8]=[N:9][CH:10]=[CH:11][CH:12]=1)=O.[CH3:13][NH:14][C:15](=[S:18])[NH:16][NH2:17]>C(O)C>[Cl:1][CH2:2][CH2:3][CH2:4][C:5](=[N:17][NH:16][C:15](=[S:18])[NH:14][CH3:13])[C:7]1[CH:8]=[N:9][CH:10]=[CH:11][CH:12]=1. Procedure: A mixture of 4-chloro-1-(3-pyridinyl)-1-butanone (4.4 g, 24 mmol) and 4-methylthiosemicarbazide (2.5 g, 24 mmol) in 150 mL of ethanol under a nitrogen atmosphere was warmed to dissolve all the solids and then allowed to stir at room temperature overnight. By TLC the reaction was not complete. The reaction was then heated at 70° C. for 5 hours and overnight at room temperature. The solvent was removed under reduced pressure to give 7.29 g of a yellow oil. Purification of this oil on 700 g of sili... Starting materials: O (water), BrC=1C=C(C=CC1)N1CCNCC1 (1-(3-bromophenyl)-piperazine), O1C=C(C=C1)B(O)O (3-furylboronic acid), aqueous solution, C([O-])([O-])=O.[Na+].[Na+] (sodium carbonate). Reagents/catalysts: C=1C=CC(=CC1)[P](C=2C=CC=CC2)(C=3C=CC=CC3)[Pd]([P](C=4C=CC=CC4)(C=5C=CC=CC5)C=6C=CC=CC6)([P](C=7C=CC=CC7)(C=8C=CC=CC8)C=9C=CC=CC9)[P](C=1C=CC=CC1)(C=1C=CC=CC1)C=1C=CC=CC1 (tetrakis(triphenylphosphine)palladium). The solvent is C1(=CC=CC=C1)C (toluene). Product: O1C=C(C=C1)C=1C=C(C=CC1)N1CCNCC1 (1-[3-(3-Furyl)phenyl]piperazine). Yield: 47.9%. Reaction SMILES: Br[C:2]1[CH:3]=[C:4]([N:8]2[CH2:13][CH2:12][NH:11][CH2:10][CH2:9]2)[CH:5]=[CH:6][CH:7]=1.[O:14]1[CH:18]=[CH:17][C:16](B(O)O)=[CH:15]1.C(=O)([O-])[O-].[Na+].[Na+].O>C1(C)C=CC=CC=1.C1C=CC([P]([Pd]([P](C2C=CC=CC=2)(C2C=CC=CC=2)C2C=CC=CC=2)([P](C2C=CC=CC=2)(C2C=CC=CC=2)C2C=CC=CC=2)[P](C2C=CC=CC=2)(C2C=CC=CC=2)C2C=CC=CC=2)(C2C=CC=CC=2)C2C=CC=CC=2)=CC=1>[O:14]1[CH:18]=[CH:17][C:16]([C:2]2[CH:3]=[C:4]([N:8]3[CH2:13][CH2:12][NH:11][CH2:10][CH2:9]3)[CH:5]=[CH:6][CH:7]=2)=[CH:15]1 |f:2.3.4,^1:39,41,60,79|. Procedure: A mixed solution of 1-(3-bromophenyl)-piperazine (100 mg, 0.415 mmol), 3-furylboronic acid (69.6 mg, 0.622 mmol), tetrakis(triphenylphosphine)palladium (57.5 mg, 0.050 mmol), 2N aqueous solution of sodium carbonate (1.66 ml, 3.32 mmol) in toluene (4.0 ml) was stirred at 95° C. for 14 hours under a nitrogen atmosphere. After cooling to room temperature, water was poured into the reaction solution, and extracted with ethyl acetate. The extract was washed with water, dried over anhydrous magnesium ...